Dataset: the Open Reaction Database (ORD), a public repository of structured organic reaction records. Task: describe an organic reaction: reactants, conditions, products, and yield Starting materials: [Si](C1=CC=CC=C1)(C1=CC=CC=C1)(C(C)(C)C)OCCC=1C(N(C=CC1)C1=C(C=C(C=C1)[N+](=O)[O-])COC)=O (3-(2-{[tert-Butyl(diphenyl)silyl]oxy}ethyl)-1-[2-(methoxymethyl)-4-nitrophenyl]pyridin-2(1H)-one), C(=O)[O-].[NH4+] (ammonium formate). The reagents and catalysts are [Pd] (palladium on carbon). Run in C(C)(=O)OCC (ethyl acetate), C(C)O (ethanol). Product: NC1=CC(=C(C=C1)N1C(C(=CC=C1)CCO[Si](C1=CC=CC=C1)(C1=CC=CC=C1)C(C)(C)C)=O)COC (1-[4-Amino-2-(methoxymethyl)phenyl]-3-(2-{[tert-butyl(diphenyl)silyl]oxy}ethyl)pyridin-2(1H)-one). As a reaction SMILES: [Si:1]([O:18][CH2:19][CH2:20][C:21]1[C:22](=[O:39])[N:23]([C:27]2[CH:32]=[CH:31][C:30]([N+:33]([O-])=O)=[CH:29][C:28]=2[CH2:36][O:37][CH3:38])[CH:24]=[CH:25][CH:26]=1)([C:14]([CH3:17])([CH3:16])[CH3:15])([C:8]1[CH:13]=[CH:12][CH:11]=[CH:10][CH:9]=1)[C:2]1[CH:7]=[CH:6][CH:5]=[CH:4][CH:3]=1.C([O-])=O.[NH4+]>C(OCC)(=O)C.C(O)C.[Pd]>[NH2:33][C:30]1[CH:31]=[CH:32][C:27]([N:23]2[CH:24]=[CH:25][CH:26]=[C:21]([CH2:20][CH2:19][O:18][Si:1]([C:14]([CH3:16])([CH3:17])[CH3:15])([C:8]3[CH:9]=[CH:10][CH:11]=[CH:12][CH:13]=3)[C:2]3[CH:7]=[CH:6][CH:5]=[CH:4][CH:3]=3)[C:22]2=[O:39])=[C:28]([CH2:36][O:37][CH3:38])[CH:29]=1 |f:1.2|. Procedure details: 25 g (48 mmol) of the compound from Example 31A are dissolved in 500 ml of ethyl acetate and 500 ml of ethanol. 18 g (286 mmol) of ammonium formate and 1 g of palladium on carbon are added, and the mixture is heated at reflux for 45 min. The reaction solution is then allowed to cool and filtered through silica gel. The filtrate is concentrated to dryness under reduced pressure. This gives 25 g (100% of theory) of the desired product. Starting materials: CN(C)C=O, CCCN1CCC(c2cccc(C(F)(F)F)c2F)CC1, [Na+], [Na+], N#C[Na], O=C([O-])[O-]. Product: CCCN1CCC(c2cccc(C(F)(F)F)c2C#N)CC1. RXN SMILES: [CH3:30][N:31]([CH3:32])[CH:33]=[O:34].[F:1][c:2]1[c:3]([CH:12]2[CH2:13][CH2:14][N:15]([CH2:18][CH2:19][CH3:20])[CH2:16][CH2:17]2)[cH:4][cH:5][cH:6][c:7]1[C:8]([F:9])([F:10])[F:11].[Na+:24].[Na+:25].[Na:21][C:22]#[N:23].[O-:26][C:27](=[O:28])[O-:29]>>[c:2]1([C:22]#[N:23])[c:3]([CH:12]2[CH2:13][CH2:14][N:15]([CH2:18][CH2:19][CH3:20])[CH2:16][CH2:17]2)[cH:4][cH:5][cH:6][c:7]1[C:8]([F:9])([F:10])[F:11]. Starting materials: [Br-], [Br-], COCCOCOc1c(C(C)(C)C)cc(-c2noc(C)n2)cc1C(C)(C)C, [Zn+2]. Product: Cc1nc(-c2cc(C(C)(C)C)c(O)c(C(C)(C)C)c2)no1. Reaction SMILES: [Br-:28].[Br-:30].[CH3:1][C:2]([CH3:3])([CH3:4])[c:5]1[cH:6][c:7](-[c:22]2[n:23][o:24][c:25]([CH3:27])[n:26]2)[cH:8][c:9]([C:18]([CH3:19])([CH3:20])[CH3:21])[c:10]1[O:11][CH2:12][O:13][CH2:14][CH2:15][O:16][CH3:17].[Zn+2:29]>>[CH3:1][C:2]([CH3:3])([CH3:4])[c:5]1[cH:6][c:7](-[c:22]2[n:23][o:24][c:25]([CH3:27])[n:26]2)[cH:8][c:9]([C:18]([CH3:19])([CH3:20])[CH3:21])[c:10]1[OH:11]. Starting materials: NC1=NC(=C(C(=N1)Cl)N=CN(C)C)Cl (2-amino-4,6-dichloro-5-{[(dimethyl-amino)methylene]amino}-pyrimidine), P(O)(O)(O)=O (phosphoric acid). Run in P(=O)([O-])([O-])[O-].[K+].[K+].[K+] (potassium phosphate). Product: NC1=NC(=C(C(=N1)Cl)NC=O)Cl (N-(2-Amino-4,6-dichloro-5-pyrimidinyl)formamide). The yield is 72.0%. Reaction SMILES: [NH2:1][C:2]1[N:7]=[C:6]([Cl:8])[C:5]([N:9]=[CH:10]N(C)C)=[C:4]([Cl:14])[N:3]=1.P(=O)(O)(O)[OH:16]>P([O-])([O-])([O-])=O.[K+].[K+].[K+]>[NH2:1][C:2]1[N:7]=[C:6]([Cl:8])[C:5]([NH:9][CH:10]=[O:16])=[C:4]([Cl:14])[N:3]=1 |f:2.3.4.5|. Procedure details: In another experiment, a slurry of 2-amino-4,6-dichloro-5-{[(dimethyl-amino)methylene]amino}-pyrimidine (Example 2, 25.0 g, 0.107 mol) in 1.5 M aqueous potassium phosphate buffer (300 mL, prepared as above) was gently refluxed for 4 hours. pH was maintained at 3.2 by addition of 85% phosphoric acid, as required, throughout this period. The precipitate was filtered, washed with water (3×10 mL), methanol (2×10 mL), and dried (50° C., 25 mm Hg) to give the title compound as an off-white powder (16.... The reactants are Cc1cc(Br)cnc1N, CC(C)(N)C(C)(C)N, I[Cu]I, [I-], [Na+], C1COCCO1, O. The product is Cc1cc(I)cnc1N. RXN SMILES: [Br:7][c:8]1[cH:9][c:10]([CH3:15])[c:11]([NH2:14])[n:12][cH:13]1.[CH3:18][C:19]([CH3:20])([NH2:21])[C:22]([CH3:23])([CH3:24])[NH2:25].[Cu:26]([I:27])[I:28].[I-:17].[Na+:16].[O:1]1[CH2:2][CH2:3][O:4][CH2:5][CH2:6]1.[OH2:29]>>[c:8]1([I:17])[cH:9][c:10]([CH3:15])[c:11]([NH2:14])[n:12][cH:13]1. Starting materials: trans-1,4-butadiene, [H][H] (hydrogen), oxidized nickel, triblock polymer, C=CC=C (butadiene), butadiene vinyl, [H][H] (hydrogen), polybutadiene, [H][H] (hydrogen), [OH-].[NH4+] (ammonium hydroxide), N (ammonia), [H][H] (hydrogen), C=CC(C)=C (isoprene), C(C)[Al](CC)CC (triethylaluminum), [H][H] (Hydrogen). Reagents/catalysts: [Ni] (nickel), CCCCCCCC(=O)[O-].CCCCCCCC(=O)[O-].[Ni+2] (nickel octoate), hydrogenation catalyst. The solvent is C1CCCCC1 (cyclohexane), C1CCCCC1 (cyclohexane), CO (methanol), CO (methanol). Conditions: temperature 50 celsius, time 30 minute. Product: C=CC(C)=C.C=CC=C.C=CC(C)=C (Isoprene Butadiene Isoprene). As a reaction SMILES: C([Al](CC)CC)C.[H][H].[CH2:10]=[CH:11][CH:12]=[CH2:13].[CH2:14]=[CH:15][C:16](=[CH2:18])[CH3:17].[OH-].[NH4+].N>C1CCCCC1.CCCCCCCC([O-])=O.CCCCCCCC([O-])=O.[Ni+2].[Ni].CO>[CH2:14]=[CH:15][C:16](=[CH2:17])[CH3:18].[CH2:10]=[CH:11][CH:12]=[CH2:13].[CH2:14]=[CH:15][C:16](=[CH2:17])[CH3:18] |f:4.5,8.9.10,13.14.15|. Reported procedure: A solution of 250 mL of cyclohexane and 23 g of a triblock polymer prepared in a manner similar to that described in Example I was purged of air by evacuation followed by introduction of dry nitrogen. This amount of polymer contained 0.403 moles of polybutadiene unsaturation. To the polymer solution was added 25 mL of a hydrogenation catalyst solution comprised of triethylaluminum and nickel octoate in a 3.6:1 ratio, with a nickel concentration of 0.1M in cyclohexane. The resulting mixture was p...